Dataset: the Open Reaction Database (ORD), a public repository of structured organic reaction records. Task: describe an organic reaction: reactants, conditions, products, and yield The reactants are C(C)(C)(C)OC(=O)N1CCC2=C(CC1)C(=C(C=C2)Cl)SCC2=NC=C(C=C2)C(=O)O (3-tert-butoxycarbonyl-6-(5-carboxy-pyridin-2-ylmethylthio)-7-chloro-2,3,4,5-tetrahydro-1H-benzo[d]azepine), C(C)(C)(C)N (tert-butylamine). The product is Cl.C(C)(C)(C)NC(=O)C=1C=CC(=NC1)CSC1=C(C=CC=2CCNCCC21)Cl (6-(5-tert-Butylcarbamoyl-pyridin-2-ylmethylthio)-7-chloro-2,3,4,5-tetrahydro-1H-benzo[d]azepine Hydrochloride). RXN SMILES: C(OC([N:8]1[CH2:14][CH2:13][C:12]2[C:15]([S:20][CH2:21][C:22]3[CH:27]=[CH:26][C:25]([C:28]([OH:30])=O)=[CH:24][N:23]=3)=[C:16]([Cl:19])[CH:17]=[CH:18][C:11]=2[CH2:10][CH2:9]1)=O)(C)(C)C.[C:31]([NH2:35])([CH3:34])([CH3:33])[CH3:32]>>[ClH:19].[C:31]([NH:35][C:28]([C:25]1[CH:26]=[CH:27][C:22]([CH2:21][S:20][C:15]2[C:12]3[CH2:13][CH2:14][NH:8][CH2:9][CH2:10][C:11]=3[CH:18]=[CH:17][C:16]=2[Cl:19])=[N:23][CH:24]=1)=[O:30])([CH3:34])([CH3:33])[CH3:32] |f:2.3|. Reported procedure: Use a method similar to the Example 375, using 3-tert-butoxycarbonyl-6-(5-carboxy-pyridin-2-ylmethylthio)-7-chloro-2,3,4,5-tetrahydro-1H-benzo[d]azepine and tert-butylamine to give, after deprotection by the General Procedure 14, the title compound as an off-white solid. MS (APCI+) m/z: 404 (M+H)+.